Dataset: the Open Reaction Database (ORD), a public repository of structured organic reaction records. Task: describe an organic reaction: reactants, conditions, products, and yield The reactants are ClC=1N(C2=CC=CC=C2C1C=O)C1=CC(=CC=C1)CO (2-Chloro-1-(3-hydroxymethylphenyl)-1H-indole-3-carboxaldehyde), N1CCNCC1 (piperazine). The product is OCC=1C=C(C=CC1)N1C(=C(C2=CC=CC=C12)C=O)N1CCNCC1 (1-(3-hydroxymethylphenyl)-2-(piperazin-1-yl)-1H-indole-3-carboxaldehyde). Yield: 32.0%. As a reaction SMILES: Cl[C:2]1[N:3]([C:13]2[CH:18]=[CH:17][CH:16]=[C:15]([CH2:19][OH:20])[CH:14]=2)[C:4]2[C:9]([C:10]=1[CH:11]=[O:12])=[CH:8][CH:7]=[CH:6][CH:5]=2.[NH:21]1[CH2:26][CH2:25][NH:24][CH2:23][CH2:22]1>>[OH:20][CH2:19][C:15]1[CH:14]=[C:13]([N:3]2[C:4]3[C:9](=[CH:8][CH:7]=[CH:6][CH:5]=3)[C:10]([CH:11]=[O:12])=[C:2]2[N:21]2[CH2:26][CH2:25][NH:24][CH2:23][CH2:22]2)[CH:18]=[CH:17][CH:16]=1. Procedure: 2-Chloro-1-(3-hydroxymethylphenyl)-1H-indole-3-carboxaldehyde is reacted with piperazine as described in Step 2 of Example 29 to afford 1-(3-hydroxymethylphenyl)-2-(piperazin-1-yl)-1H-indole-3-carboxaldehyde (32% yield) as a red solid. ESI/MS 336 (M+H); RT 2.37 min. Yields the product O=C1C2=C(CCCC2)C(=O)N1c1ccc(OCCc2ccc(Cl)cc2)nc1. The reactants are O=C1OC(=O)C2=C1CCCC2, CC(=O)O, Nc1ccc(OCCc2ccc(Cl)cc2)nc1. Reaction SMILES: [C:1]1(=[O:11])[C:2]2=[C:3]([C:4](=[O:5])[O:6]1)[CH2:7][CH2:8][CH2:9][CH2:10]2.[CH3:29][C:30](=[O:31])[OH:32].[NH2:12][c:13]1[cH:14][cH:15][c:16]([O:19][CH2:20][CH2:21][c:22]2[cH:23][cH:24][c:25]([Cl:28])[cH:26][cH:27]2)[n:17][cH:18]1>>[C:1]1(=[O:11])[C:2]2=[C:3]([C:4](=[O:6])[N:12]1[c:13]1[cH:14][cH:15][c:16]([O:19][CH2:20][CH2:21][c:22]3[cH:23][cH:24][c:25]([Cl:28])[cH:26][cH:27]3)[n:17][cH:18]1)[CH2:7][CH2:8][CH2:9][CH2:10]2.